From a dataset of the Open Reaction Database (ORD), a public repository of structured organic reaction records. describe an organic reaction: reactants, conditions, products, and yield Reactants: O=C(Br)CBr, CCN(C(C)C)C(C)C, NC(C(=O)N1CC(c2cc(F)ccc2F)=CC1c1ccccc1)C1CC1, ClCCl. The product is O=C(CBr)NC(C(=O)N1CC(c2cc(F)ccc2F)=CC1c1ccccc1)C1CC1. RXN SMILES: [Br:1][CH2:2][C:3](=[O:4])[Br:5].[CH:32]([N:33]([CH2:34][CH3:35])[CH:36]([CH3:37])[CH3:38])([CH3:39])[CH3:40].[CH:6]1([CH:9]([C:10](=[O:11])[N:12]2[CH:13]([c:25]3[cH:26][cH:27][cH:28][cH:29][cH:30]3)[CH:14]=[C:15]([c:17]3[c:18]([F:24])[cH:19][cH:20][c:21]([F:23])[cH:22]3)[CH2:16]2)[NH2:31])[CH2:7][CH2:8]1.[Cl:41][CH2:42][Cl:43]>>[Br:1][CH2:2][C:3](=[O:4])[NH:31][CH:9]([CH:6]1[CH2:7][CH2:8]1)[C:10](=[O:11])[N:12]1[CH:13]([c:25]2[cH:26][cH:27][cH:28][cH:29][cH:30]2)[CH:14]=[C:15]([c:17]2[c:18]([F:24])[cH:19][cH:20][c:21]([F:23])[cH:22]2)[CH2:16]1. Starting materials: ClC1=C(NC(=C1Cl)C)C(=O)N[C@@H]1[C@@H](CNCC1)OC (Cis(±)3,4-dichloro-N-(3-methoxypiperidin-4-yl)-5-methyl-1H-pyrrole-2-carboxamide), ClC1=C(NC(=C1Cl)C)C(=O)N[C@@H]1[C@@H](CNCC1)OC (Cis(±)3,4-dichloro-N-(3-methoxypiperidin-4-yl)-5-methyl-1H-pyrrole-2-carboxamide), NC(=O)C1=C(N=C(S1)Cl)C(=O)OCC (ethyl 5-(aminocarbonyl)-2-chloro-1,3-thiazole-4-carboxylate), NC(=O)C1=C(N=C(S1)Cl)C(=O)OCC (ethyl 5-(aminocarbonyl)-2-chloro-1,3-thiazole-4-carboxylate), C(=O)([O-])[O-].[K+].[K+] (K2CO3), Cl (HCl). Run in O (water), CN1CCCC1=O (NMP), O (Water). Reaction conditions: temperature 150 celsius. Product: NC(=O)C1=C(N=C(S1)N1C[C@H]([C@H](CC1)NC(=O)C=1NC(=C(C1Cl)Cl)C)OC)C(=O)O (Cis(±)-5-(aminocarbonyl)-2-(4-{[(3,4-dichloro-5-methyl-1H-pyrrol-2-yl)carbonyl]amino}-3-methoxypiperidin-1-yl)-1,3-thiazole-4-carboxylic acid). Yield: 37.4%. RXN SMILES: [Cl:1][C:2]1[C:6]([Cl:7])=[C:5]([CH3:8])[NH:4][C:3]=1[C:9]([NH:11][C@H:12]1[CH2:17][CH2:16][NH:15][CH2:14][C@H:13]1[O:18][CH3:19])=[O:10].[NH2:20][C:21]([C:23]1[S:27][C:26](Cl)=[N:25][C:24]=1[C:29]([O:31]CC)=[O:30])=[O:22].C([O-])([O-])=O.[K+].[K+].Cl>CN1C(=O)CCC1.O>[NH2:20][C:21]([C:23]1[S:27][C:26]([N:15]2[CH2:16][CH2:17][C@H:12]([NH:11][C:9]([C:3]3[NH:4][C:5]([CH3:8])=[C:6]([Cl:7])[C:2]=3[Cl:1])=[O:10])[C@H:13]([O:18][CH3:19])[CH2:14]2)=[N:25][C:24]=1[C:29]([OH:31])=[O:30])=[O:22] |f:2.3.4|. Procedure: A solution of 55 mg (23 mmol) of Cis(±)-3,4-dichloro-N-[3-methoxypiperidin-4-yl]-5-methyl-1H-pyrrole-2-carboxamide (Intermediate 50), 55 mg (0.23 mmol) of ethyl 5-(aminocarbonyl)-2-chloro-1,3-thiazole-4-carboxylate (Intermediate 220) and 33 mg (0.23 mmol) K2CO3 in 3 ml NMP was heated at 150° C. for 1 h in a microwave reactor. Water (0.1 ml) was added and the mixture was heated at 150° C. for another hour. The solution was diluted with water and acidified with 1N HCl before being extracted 2 time... The reactants are C(C)OP(=O)(OCC)CC(=O)OC(C)(C)C (t-butyl diethylphosphonoacetate), OC1=C(C=O)C=C(C=C1)[N+](=O)[O-] (2-hydroxy-5-nitrobenzaldehyde), [H-].[Na+] (Sodium hydride), C(C)(=O)O (Acetic acid). The solvent is O1CCCC1 (tetrahydrofuran), O1CCCC1 (tetrahydrofuran), O1CCCC1 (tetrahydrofuran). Reaction conditions: time 15 minute. The product is OC1=C(C=C(C=C1)[N+](=O)[O-])/C=C/C(=O)OC(C)(C)C (t-Butyl 3-(2-hydroxy-5-nitrophenyl)-2E-acrylate). Yield: 95.5%. Reaction SMILES: [H-].[Na+].C(OP([CH2:11][C:12]([O:14][C:15]([CH3:18])([CH3:17])[CH3:16])=[O:13])(OCC)=O)C.[OH:19][C:20]1[CH:27]=[CH:26][C:25]([N+:28]([O-:30])=[O:29])=[CH:24][C:21]=1[CH:22]=O.C(O)(=O)C>O1CCCC1>[OH:19][C:20]1[CH:27]=[CH:26][C:25]([N+:28]([O-:30])=[O:29])=[CH:24][C:21]=1/[CH:22]=[CH:11]/[C:12]([O:14][C:15]([CH3:16])([CH3:17])[CH3:18])=[O:13] |f:0.1|. Procedure: Sodium hydride (content:62%, 3.3 g) was suspended in tetrahydrofuran (30 ml). The suspension was ice-cooled in an atmosphere of argon gas. A solution of t-butyl diethylphosphonoacetate (20.9 g) in tetrahydrofuran (20 ml) was added to the suspension. The mixture was stirred for 15 min. at room temperature. A solution of 2-hydroxy-5-nitrobenzaldehyde (6.6 g) in tetrahydrofuran (20 ml) was gradually added to the mixture often with ice-cooling. The mixture was stirred for 10 min. at room temperature... Starting materials: COC(CCNC(C1=CC=C(C=C1)C(CC(C)C)=CC1=CC=C(C=C1)C1=CC=C(C=C1)C(C)(C)C)=O)=O (3-{4-[1-(4′-tert-Butyl-biphenyl-4-ylmethylene)-3-methyl-butyl]-benzoylamino}-propionic acid methyl ester). Reagents/catalysts: [Pd] (Pd/C). The solvent is C(C)O (ethanol). Reaction conditions: time 4 hour. The product is COC(CCNC(C1=CC=C(C=C1)C(CC(C)C)CC1=CC=C(C=C1)C1=CC=C(C=C1)C(C)(C)C)=O)=O (3-{4-[1-(4′-tert-Butyl-biphenyl-4-ylmethyl)-3-methyl-butyl]-benzoylamino}-propionic acid methyl ester). Yield: 66.4%. RXN SMILES: [CH3:1][O:2][C:3](=[O:37])[CH2:4][CH2:5][NH:6][C:7](=[O:36])[C:8]1[CH:13]=[CH:12][C:11]([C:14](=[CH:19][C:20]2[CH:25]=[CH:24][C:23]([C:26]3[CH:31]=[CH:30][C:29]([C:32]([CH3:35])([CH3:34])[CH3:33])=[CH:28][CH:27]=3)=[CH:22][CH:21]=2)[CH2:15][CH:16]([CH3:18])[CH3:17])=[CH:10][CH:9]=1>[Pd].C(O)C>[CH3:1][O:2][C:3](=[O:37])[CH2:4][CH2:5][NH:6][C:7](=[O:36])[C:8]1[CH:9]=[CH:10][C:11]([CH:14]([CH2:19][C:20]2[CH:21]=[CH:22][C:23]([C:26]3[CH:27]=[CH:28][C:29]([C:32]([CH3:35])([CH3:34])[CH3:33])=[CH:30][CH:31]=3)=[CH:24][CH:25]=2)[CH2:15][CH:16]([CH3:18])[CH3:17])=[CH:12][CH:13]=1. Procedure: 3-{4-[1-(4′-tert-Butyl-biphenyl-4-ylmethylene)-3-methyl-butyl]-benzoylamino}-propionic acid methyl ester (240 mg) is taken into ethanol (20 ml) and 10% Pd/C (20 mg) is added: The system is purged with nitrogen, followed by the introduction of hydrogen (30 psi). The mixture is stirred at room temperature for 4 h, filtered through Celite®, and concentrated. The resulting residue is purified by silica gel column chromatography, eluting with EtOAc/hexanes to afford 160 mg of the titled compound. MS ...